describe an organic reaction: reactants, conditions, products, and yield From a dataset of the Open Reaction Database (ORD), a public repository of structured organic reaction records. The reactants are BrC1=C(N=C2N1C=CC=C2OCC2=C(C(=CC=C2Cl)N(C)C(CNC([C@H]2N(CCC2)C(=O)OC(C)(C)C)=O)=O)Cl)C (3-Bromo-8-[3-[N-(tert-butoxycarbonyl-L-prolylglycyl)-N-methylamino]-2,6-dichlorobenzyloxy]-2-methylimidazo[1,2-a]pyridine). Solvent: solution, Cl (hydrogen chloride), C(C)(=O)OCC (ethyl acetate). Product: Cl.Cl.BrC1=C(N=C2N1C=CC=C2OCC2=C(C(=CC=C2Cl)N(C)C(CNC([C@H]2NCCC2)=O)=O)Cl)C (3-bromo-8-[2,6-dichloro-3-[N-(L-prolylglycyl)-N-methylamino]benzyloxy]-2-methylimidazo[1,2-a]pyridine dihydrochloride). Isolated yield 298.7%. As a reaction SMILES: [Br:1][C:2]1[N:6]2[CH:7]=[CH:8][CH:9]=[C:10]([O:11][CH2:12][C:13]3[C:18]([Cl:19])=[CH:17][CH:16]=[C:15]([N:20]([C:22](=[O:39])[CH2:23][NH:24][C:25](=[O:38])[C@@H:26]4[CH2:30][CH2:29][CH2:28][N:27]4C(OC(C)(C)C)=O)[CH3:21])[C:14]=3[Cl:40])[C:5]2=[N:4][C:3]=1[CH3:41]>Cl.C(OCC)(=O)C>[ClH:19].[ClH:19].[Br:1][C:2]1[N:6]2[CH:7]=[CH:8][CH:9]=[C:10]([O:11][CH2:12][C:13]3[C:18]([Cl:19])=[CH:17][CH:16]=[C:15]([N:20]([C:22](=[O:39])[CH2:23][NH:24][C:25](=[O:38])[C@@H:26]4[CH2:30][CH2:29][CH2:28][NH:27]4)[CH3:21])[C:14]=3[Cl:40])[C:5]2=[N:4][C:3]=1[CH3:41] |f:3.4.5|. Reported procedure: 3-Bromo-8-[3-[N-(tert-butoxycarbonyl-L-prolylglycyl)-N-methylamino]-2,6-dichlorobenzyloxy]-2-methylimidazo[1,2-a]pyridine (67 mg) was dissolved in 4N solution of hydrogen chloride in ethyl acetate (3 ml). The solution was evaporated in vacuo to give 3-bromo-8-[2,6-dichloro-3-[N-(L-prolylglycyl)-N-methylamino]benzyloxy]-2-methylimidazo[1,2-a]pyridine dihydrochloride (64 mg) as colorless glass. The reactants are ClC1=C(C(=CC=C1)S(=O)(=O)N(C)C)S(=O)(=O)N (3-chloro-N,N-dimethyl-1,2-benzenedisulfonamide), C([O-])([O-])=O.[K+].[K+] (potassium carbonate), C(CCC)N=C=O (n-butyl isocyanate), ice water, Cl (hydrochloric acid). Run in C(C)C(=O)C (methyl ethyl ketone). Product: C(CCC)NC(=O)NS(=O)(=O)C=1C(=CC=CC1Cl)S(=O)(=O)N(C)C (N'-butylaminocarbonyl-3-chloro-N,N-dimethyl-1,2-benzenedisulfonamide). As a reaction SMILES: [Cl:1][C:2]1[CH:7]=[CH:6][CH:5]=[C:4]([S:8]([N:11]([CH3:13])[CH3:12])(=[O:10])=[O:9])[C:3]=1[S:14]([NH2:17])(=[O:16])=[O:15].C(=O)([O-])[O-].[K+].[K+].[CH2:24]([N:28]=[C:29]=[O:30])[CH2:25][CH2:26][CH3:27].Cl>C(C(C)=O)C>[CH2:24]([NH:28][C:29]([NH:17][S:14]([C:3]1[C:4]([S:8]([N:11]([CH3:12])[CH3:13])(=[O:10])=[O:9])=[CH:5][CH:6]=[CH:7][C:2]=1[Cl:1])(=[O:16])=[O:15])=[O:30])[CH2:25][CH2:26][CH3:27] |f:1.2.3|. Procedure: To 140 mL of methyl ethyl ketone was added 14.3 g of 3-chloro-N,N-dimethyl-1,2-benzenedisulfonamide, 7.2 g of potassium carbonate and 7.5 ml of n-butyl isocyanate. This mixture was heated at reflux temperature for 3 hours, cooled to room temperature, poured into 1500 mL of ice water, and acidified to pH 1 with concentrated hydrochloric acid. The resulting precipitate was collected, washed with water, and dried to afford 17.4 g of N'-butylaminocarbonyl-3-chloro-N,N-dimethyl-1,2-benzenedisulfonami... The reactants are OC[C@@H]1CCC(N1)=O ((S)-5-hydroxymethyl-pyrrolidin-2-one), CN(C)C=O (DMF), [Si](C)(C)(C(C)(C)C)Cl (t-butyldimethylsilyl chloride), N1C=NC=C1 (imidazole), O (water). Product: C(C)(C)(C)[SiH2]OC([C@@H]1CCC(N1)=O)(C)C ((S)-5-(tert-Butyl-dimethyl-silanyloxymethyl)-pyrrolidin-2-one). Isolated yield 96.0%. As a reaction SMILES: OC[C@H]1N[C:6](=O)[CH2:5][CH2:4]1.[CH3:9][N:10]([CH:12]=[O:13])C.[Si:14](Cl)([C:17]([CH3:20])([CH3:19])[CH3:18])(C)C.N1[CH:26]=[CH:25]N=C1.[OH2:27]>>[C:17]([SiH2:14][O:27][C:5]([CH3:4])([CH3:6])[C@H:9]1[NH:10][C:12](=[O:13])[CH2:26][CH2:25]1)([CH3:20])([CH3:19])[CH3:18]. Procedure details: A solution of (S)-5-hydroxymethyl-pyrrolidin-2-one (1.0 g, 8.69 mmol), DMF (10 mL), t-butyldimethylsilyl chloride (1.57 g, 10.42 mmol), and imidazole (0.89 g, 13.03 mmol) was stirred at ambient temperature for 4 hours after which time 4 mL of water were added. The layers were separated and the aqueous was extracted with dichloromethane (10 mL). The combined organics were washed with water (15 mL) and brine (15 mL), dried with sodium sulfate, filtered and concentrated to afford 1.91 g of I-188 as... Starting materials: CCOC(=O)c1cn(CC)c(-c2cccc3ccccc23)n1, C1CCOC1, [Li+], [OH-], O. The product is CCn1cc(C(=O)O)nc1-c1cccc2ccccc12. RXN SMILES: [CH2:1]([CH3:2])[O:3][C:4](=[O:5])[c:6]1[n:7][c:8](-[c:13]2[cH:14][cH:15][cH:16][c:17]3[cH:18][cH:19][cH:20][cH:21][c:22]23)[n:9]([CH2:11][CH3:12])[cH:10]1.[CH2:25]1[O:26][CH2:27][CH2:28][CH2:29]1.[Li+:23].[OH-:24].[OH2:30]>>[O:3]=[C:4]([OH:5])[c:6]1[n:7][c:8](-[c:13]2[cH:14][cH:15][cH:16][c:17]3[cH:18][cH:19][cH:20][cH:21][c:22]23)[n:9]([CH2:11][CH3:12])[cH:10]1. Reactants: O (water), BrCC(=O)Br (2-bromoacetyl bromide), O (water), ice, NC1=C(C(=CC(=C1C)Br)F)O (2-amino-4-bromo-6-fluoro-3-methylphenol), C([O-])([O-])=O.[K+].[K+] (potassium carbonate). The solvent is CN(C=O)C (N,N-Dimethylformamide). Reaction conditions: time 2 hour. The product is BrC1=C(C2=C(OCC(N2)=O)C(=C1)F)C (6-bromo-8-fluoro-5-methyl-2H-benzo[b][1,4]oxazin-3(4 H)-one). The yield is 66.7%. As a reaction SMILES: [NH2:1][C:2]1[C:7]([CH3:8])=[C:6]([Br:9])[CH:5]=[C:4]([F:10])[C:3]=1[OH:11].C(=O)([O-])[O-].[K+].[K+].Br[CH2:19][C:20](Br)=[O:21].O>CN(C)C=O>[Br:9][C:6]1[CH:5]=[C:4]([F:10])[C:3]2[O:11][CH2:19][C:20](=[O:21])[NH:1][C:2]=2[C:7]=1[CH3:8] |f:1.2.3|. Reported procedure: An ice cold suspension of 2-amino-4-bromo-6-fluoro-3-methylphenol (647 mg) and potassium carbonate (1.526 g, 11.04 mmol) in N,N-Dimethylformamide (DMF) (10 mL) was treated by dropwise addition of 2-bromoacetyl bromide (0.320 mL, 3.67 mmol). The mixture was stirred at ambient temperature for 2 hours. The mixture was treated slowly with water (10 mL+10 mL), then poured into water (50 mL) and stirred to form a suspension which was passed through a fine glass frit and dried in vacuo to give the crud... Starting materials: [Al+3], CCOC(C)=O, CCOC(=O)COC1C(OC)OC(CC)C1OCc1ccccc1Cl, [H-], [H-], [H-], [H-], [Li+], [Na+], C1CCOC1, [OH-], O. Product: CCC1OC(OC)C(OCCO)C1OCc1ccccc1Cl. RXN SMILES: [Al+3:2].[CH3:32][CH2:33][O:34][C:35](=[O:36])[CH3:37].[Cl:7][c:8]1[c:9]([CH2:10][O:11][CH:12]2[CH:13]([O:21][CH2:22][C:23](=[O:24])[O:25][CH2:26][CH3:27])[CH:14]([O:15][CH3:16])[O:17][CH:18]2[CH2:19][CH3:20])[cH:28][cH:29][cH:30][cH:31]1.[H-:1].[H-:4].[H-:5].[H-:6].[Li+:3].[Na+:39].[O:40]1[CH2:41][CH2:42][CH2:43][CH2:44]1.[OH-:38].[OH2:45]>>[Cl:7][c:8]1[c:9]([CH2:10][O:11][CH:12]2[CH:13]([O:21][CH2:22][CH2:23][OH:24])[CH:14]([O:15][CH3:16])[O:17][CH:18]2[CH2:19][CH3:20])[cH:28][cH:29][cH:30][cH:31]1. Starting materials: [Na+].BrCCCCCS(=O)(=O)[O-] (5-bromo-1-pentanesulfonic acid sodium salt), NC1=CC=CC=C1 (aniline), C([O-])(O)=O.[K+] (potassium bicarbonate). The solvent is O (water). The product is [Na+].N(C1=CC=CC=C1)CCCCCS(=O)(=O)[O-] (5-anilino-1-pentanesulfonic acid sodium salt). The yield is 79.9%. As a reaction SMILES: [Na+:1].Br[CH2:3][CH2:4][CH2:5][CH2:6][CH2:7][S:8]([O-:11])(=[O:10])=[O:9].[NH2:12][C:13]1[CH:18]=[CH:17][CH:16]=[CH:15][CH:14]=1.C(=O)(O)[O-].[K+]>O>[Na+:1].[NH:12]([CH2:3][CH2:4][CH2:5][CH2:6][CH2:7][S:8]([O-:11])(=[O:10])=[O:9])[C:13]1[CH:18]=[CH:17][CH:16]=[CH:15][CH:14]=1 |f:0.1,3.4,6.7|. Reported procedure: The mixture is washed with ether and the aqueous layer is concentrated to give white solids. The solids are dissolved in ethanol with heating, and cooled slowly to room temperature to precipitate sodium bromide. The precipitates are filtered off and the filtrate is put in a refrigerator overnight to obtain 5-bromo-t-pentanesulfonic acid sodium salt (12.9 g, 68%) as white crystals. A solution of 5-bromo-1-pentanesulfonic acid sodium salt (12.9 g, 0.05 mol) and aniline (20 g, 0.22 mol) in water (1... The reactants are FC=1C=C(C=CC1)CCN1C[C@@H](CC1)NC=1N=CC(=NC1)/C=C/C(=O)NOC1OCCCC1 ((2E)-3-[5-({(3R)-1-[2-(3-fluorophenyl)ethyl]-3-pyrrolidinyl}amino)-2-pyrazinyl]-N-(tetrahydro-2H-pyran-2-yloxy)acrylamide), Cl (HCl). The solvent is CCO (EtOH), CCO (EtOH). Conditions: time 3 hour. Yields the product Cl.Cl.FC=1C=C(C=CC1)CCN1C[C@@H](CC1)NC=1N=CC(=NC1)/C=C/C(=O)NO ((2E)-3-[5-({(3R)-1-[2-(3-fluorophenyl)ethyl]-3-pyrrolidinyl}amino)-2-pyrazinyl]-N-hydroxyacrylamide dihydrochloride). Reaction SMILES: [F:1][C:2]1[CH:3]=[C:4]([CH2:8][CH2:9][N:10]2[CH2:14][CH2:13][C@@H:12]([NH:15][C:16]3[N:17]=[CH:18][C:19](/[CH:22]=[CH:23]/[C:24]([NH:26][O:27]C4CCCCO4)=[O:25])=[N:20][CH:21]=3)[CH2:11]2)[CH:5]=[CH:6][CH:7]=1.[ClH:34]>CCO>[ClH:34].[ClH:34].[F:1][C:2]1[CH:3]=[C:4]([CH2:8][CH2:9][N:10]2[CH2:14][CH2:13][C@@H:12]([NH:15][C:16]3[N:17]=[CH:18][C:19](/[CH:22]=[CH:23]/[C:24]([NH:26][OH:27])=[O:25])=[N:20][CH:21]=3)[CH2:11]2)[CH:5]=[CH:6][CH:7]=1 |f:3.4.5|. Procedure details: A solution of (2E)-3-[5-({(3R)-1-[2-(3-fluorophenyl)ethyl]-3-pyrrolidinyl}amino)-2-pyrazinyl]-N-(tetrahydro-2H-pyran-2-yloxy)acrylamide (160 mg) in EtOH (1.6 mL) was added 2N—HCl solution in EtOH (0.9 mL) and stirred for 3 hours at ambient temperature. The solvent was evaporated in vacuo. To the residue was added IPE. The resulting solid was collected by the filtration to give (2E)-3-[5-({(3R)-1-[2-(3-fluorophenyl)ethyl]-3-pyrrolidinyl}amino)-2-pyrazinyl]-N-hydroxyacrylamide dihydrochloride (116...